From a dataset of the Open Reaction Database (ORD), a public repository of structured organic reaction records. describe an organic reaction: reactants, conditions, products, and yield Reactants: N[C@@H](CC(OC(C)(C)C)=O)C(=O)O (Asp(OtBu)-OH), COC1=CC=C(C=C1)S(=O)(=O)Cl (4-methoxyphenylsulfonylchloride), Cl.NC1=NC=CC2=CC(=CC=C12)CC(C(N1CCCCC1)=O)NC(CNS(=O)(=O)C=1C(=C(C2=C(CCC(O2)(C)C)C1C)C)C)=O (N-[1-[(1-Amino-6-isoquinolinyl)methyl]-2-oxo-2-(1-piperidinyl)ethyl]-2-[[(3,4-dihydro-2,2,5,7,8-pentamethyl-2H-1-benzopyran-6-yl)sulfonyl]amino]acetamide hydrochloride), NC1=NC=CC2=CC(=CC=C12)CC(C(N1CCCCC1)=O)NC(OC(C)(C)C)=O (1,1-Dimethylethyl 1-[(1-amino-6-isoquinolinyl)methyl]-2-oxo-2-(1-piperidinyl)ethyl-carbamate), CC(C)(C)OC(C[C@@H](C(=O)O)NS(=O)(=O)C1=CC=C(C=C1)OC)=O ((2S)-[[(4-methoxyphenyl)sulfonyl]amino]butanedioic acid 4-(1,1-dimethylethyl)ester), 5b. Yields the product Cl.CC(C)(C)OC(C[C@@H](C(=O)NC(C(N1CCCCC1)=O)CC=1C=C2C=CN=C(C2=CC1)N)NS(=O)(=O)C1=CC=C(C=C1)OC)=O ((3S)-4-[[-1-[(1-amino-6-isoquinolinyl)methyl]-2-oxo-2-(1-piperidinyl)ethyl]amino]-3-[[(4-methoxyphenyl)sulfonyl]amino]-4-oxo-butanoic acid 1,1-dimethylethylester hydrochloride). Reaction SMILES: Cl.NC1C2C(=CC(CC(NC(=O)CNS(C3C(C)=C(C)C4OC(C)(C)CCC=4C=3C)(=O)=O)C(=O)N3CCCCC3)=CC=2)C=CN=1.[NH2:46][C:47]1[C:56]2[C:51](=[CH:52][C:53]([CH2:57][CH:58]([NH:67]C(=O)OC(C)(C)C)[C:59](=[O:66])[N:60]3[CH2:65][CH2:64][CH2:63][CH2:62][CH2:61]3)=[CH:54][CH:55]=2)[CH:50]=[CH:49][N:48]=1.[CH3:75][C:76]([O:79][C:80](=[O:98])[CH2:81][C@H:82]([NH:86][S:87]([C:90]1[CH:95]=[CH:94][C:93]([O:96][CH3:97])=[CH:92][CH:91]=1)(=[O:89])=[O:88])[C:83](O)=[O:84])([CH3:78])[CH3:77].N[C@H](C(O)=O)CC(=O)OC(C)(C)C.COC1C=CC(S([Cl:123])(=O)=O)=CC=1>>[ClH:123].[CH3:78][C:76]([O:79][C:80](=[O:98])[CH2:81][C@H:82]([NH:86][S:87]([C:90]1[CH:91]=[CH:92][C:93]([O:96][CH3:97])=[CH:94][CH:95]=1)(=[O:89])=[O:88])[C:83]([NH:67][CH:58]([CH2:57][C:53]1[CH:52]=[C:51]2[C:56](=[CH:55][CH:54]=1)[C:47]([NH2:46])=[N:48][CH:49]=[CH:50]2)[C:59](=[O:66])[N:60]1[CH2:61][CH2:62][CH2:63][CH2:64][CH2:65]1)=[O:84])([CH3:75])[CH3:77] |f:0.1,6.7|. Procedure details: The procedure described for 5c was used. Deprotection of 100 mg of 5a and coupling with 99 mg of (2S)-[[(4-methoxyphenyl)sulfonyl]amino]butanedioic acid 4-(1,1-dimethylethyl)ester (prepared from Asp(OtBu)-OH and 4-methoxyphenylsulfonylchloride using the procedure described for 5b) yielded the title compound (85 mg) as a mixture of diastereomers (1:1). 1H-NMR 400 MHz (CD3OD) δ: 1.25-1.67 (6H, m), 1.32 and 1.35 (9H, 2× s), 2.18-2.48 (2H, m), 3.96-3.55 (6H, m), 3.83 and 3.86 (3H, 2× s), 4.04-4.14 (...